This data is from the Open Reaction Database (ORD), a public repository of structured organic reaction records. The task is: describe an organic reaction: reactants, conditions, products, and yield Reactants: CC1=CC=C(O1)C=O (5-methylfuran-2-carbaldehyde), NC1=C(C=CC=C1)N1C=C2N(C(N(C(C2=C1C1=CC=CC=C1)=O)C)=O)C (6-(2-Aminophenyl)-1,3-dimethyl-5-phenyl-1H-pyrrolo[3,4-d]pyrimidine-2,4(3H,6H)-dione). Solvent: C(C)O (ethanol). Conditions: temperature 170 celsius. Yields the product CC1=CC=C(O1)C2C3=C4C(=C(N3C5=CC=CC=C5N2)C6=CC=CC=C6)C(=O)N(C(=O)N4C)C (PPQ-102). Isolated yield 40.1%. As a reaction SMILES: [CH3:1][C:2]1[O:6][C:5]([CH:7]=O)=[CH:4][CH:3]=1.[NH2:9][C:10]1[CH:15]=[CH:14][CH:13]=[CH:12][C:11]=1[N:16]1[C:24]([C:25]2[CH:30]=[CH:29][CH:28]=[CH:27][CH:26]=2)=[C:23]2[C:18]([N:19]([CH3:34])[C:20](=[O:33])[N:21]([CH3:32])[C:22]2=[O:31])=[CH:17]1>C(O)C>[CH3:1][C:2]1[O:6][C:5]([CH:7]2[NH:9][C:10]3[C:11](=[CH:12][CH:13]=[CH:14][CH:15]=3)[N:16]3[C:17]2=[C:18]2[N:19]([CH3:34])[C:20](=[O:33])[N:21]([CH3:32])[C:22](=[O:31])[C:23]2=[C:24]3[C:25]2[CH:30]=[CH:29][CH:28]=[CH:27][CH:26]=2)=[CH:4][CH:3]=1. Procedure details: A mixture of 5-methylfuran-2-carbaldehyde (32 mg, 29 μl, 0.29 mmol), compound 6 (101 mg, 0.29 mmol), and ethanol (1 mL) were heated in a microwave reactor at 170° C. for 10 min. A white product was isolated, washed and recrystallized from ethanol to afford 51 mg of 7 (42% yield); m.p.>300° C.; 1H NMR (DMSO-d6): δ 7.41 (broad m, 4H), 6.95 (d, 2H, J=8.42 Hz), 6.90-6.83 (m, 2H), 6.29 (d, 2H, J=2.93 Hz), 6.08 (d, 1H, J=2.19 Hz), 5.80 (d, 1H, J=2.93 Hz), 5.69 (d, 1H, J=2.93 Hz), 3.50 (s, 3H), 3.12 (s... Reaction SMILES: [I:1]N1C(=O)CCC1=O.[CH2:9]([C:16]1[CH:21]=[CH:20][CH:19]=[C:18]([N:22]2[CH2:26][C@H:25]([O:27][CH3:28])[C@H:24]([O:29][CH3:30])[CH2:23]2)[N:17]=1)[C:10]1[CH:15]=[CH:14][CH:13]=[CH:12][CH:11]=1.CN(C)C=O>O>[CH2:9]([C:16]1[C:21]([I:1])=[CH:20][CH:19]=[C:18]([N:22]2[CH2:23][C@H:24]([O:29][CH3:30])[C@H:25]([O:27][CH3:28])[CH2:26]2)[N:17]=1)[C:10]1[CH:15]=[CH:14][CH:13]=[CH:12][CH:11]=1. Solvent: O (water). Procedure: 708 mg of N-iodosuccinimide was added little by little to a mixture of 783 mg of 2-benzyl-6-(cis-3,4-dimethoxypyrrolidine-1-yl)pyridine and 7.0 ml of N,N-dimethylformamide under ice-cooling, followed by stirring overnight as it was. The reaction solution was poured into water and extracted with ethyl acetate. The organic phase was washed with sodium thiosulfate, water and brine, and the solvent was removed. Then, the residue was subjected to NH-silica gel (Fuji Silicia) column chromatography and... Yields the product C(C1=CC=CC=C1)C1=NC(=CC=C1I)N1C[C@H]([C@H](C1)OC)OC (2-Benzyl-6-(cis-3,4-dimethoxypyrrolidine-1-yl)-3-iodopyridine). Conditions: time 8 hour. The reactants are IN1C(CCC1=O)=O (N-iodosuccinimide), C(C1=CC=CC=C1)C1=NC(=CC=C1)N1C[C@H]([C@H](C1)OC)OC (2-benzyl-6-(cis-3,4-dimethoxypyrrolidine-1-yl)pyridine), CN(C=O)C (N,N-dimethylformamide). The yield is 89.4%. Reactants: CC1(C)C(c2ccc(O)c(O)c2)=C(O)C(=O)c2c(O)cc(O)cc21, COc1cc(O)c2c(c1)C(C)(C)C(c1ccc(O)c(O)c1)=CC2=O. The product is CC1(C)C(c2ccc(O)c(O)c2)=CC(=O)c2c(O)cc(O)cc21. Reaction SMILES: [OH:1][c:2]1[cH:3][c:4]([C:9]2=[C:10]([OH:24])[C:11](=[O:23])[c:12]3[c:13]([OH:22])[cH:14][c:15]([OH:21])[cH:16][c:17]3[C:18]2([CH3:19])[CH3:20])[cH:5][cH:6][c:7]1[OH:8].[OH:25][c:26]1[cH:27][c:28]([C:29]2=[CH:44][C:42](=[O:43])[c:34]3[c:33]([cH:41][c:38]([O:39][CH3:40])[cH:37][c:35]3[OH:36])[C:30]2([CH3:31])[CH3:32])[cH:45][cH:46][c:47]1[OH:48]>>[OH:1][c:2]1[cH:3][c:4]([C:9]2=[CH:10][C:11](=[O:23])[c:12]3[c:13]([OH:22])[cH:14][c:15]([OH:21])[cH:16][c:17]3[C:18]2([CH3:19])[CH3:20])[cH:5][cH:6][c:7]1[OH:8]. Starting materials: O=S(=O)(c1ccccc1)C1CC2(c3ccc(F)cc3)C(O)CCC1N2Cc1ccccc1, C1CCOC1, [Li+], [c-]1cccc2ccccc12. The product is OC1CCC2CCC1(c1ccc(F)cc1)N2Cc1ccccc1. Reaction SMILES: [CH2:1]([c:2]1[cH:3][cH:4][cH:5][cH:6][cH:7]1)[N:8]1[C:9]2([c:26]3[cH:27][cH:28][c:29]([F:32])[cH:30][cH:31]3)[CH:10]([OH:25])[CH2:11][CH2:12][CH:13]1[CH:14]([S:16]([c:17]1[cH:18][cH:19][cH:20][cH:21][cH:22]1)(=[O:23])=[O:24])[CH2:15]2.[CH2:44]1[O:45][CH2:46][CH2:47][CH2:48]1.[Li+:43].[c-:33]1[c:34]2[c:35]([cH:36][cH:37][cH:38][cH:39]2)[cH:40][cH:41][cH:42]1>>[CH2:1]([c:2]1[cH:3][cH:4][cH:5][cH:6][cH:7]1)[N:8]1[C:9]2([c:26]3[cH:27][cH:28][c:29]([F:32])[cH:30][cH:31]3)[CH:10]([OH:25])[CH2:11][CH2:12][CH:13]1[CH2:14][CH2:15]2.